The task is: describe an organic reaction: reactants, conditions, products, and yield. This data is from the Open Reaction Database (ORD), a public repository of structured organic reaction records. Reactants: CC(=O)SC(CC(=O)O)Cc1ccccc1, ClCCCl, CN(C)c1ccncc1, ClCCl, OCc1ccccc1. The product is CC(=O)SC(CC(=O)OCc1ccccc1)Cc1ccccc1. RXN SMILES: [C:1]([CH3:2])(=[O:3])[S:4][CH:5]([CH2:6][C:7](=[O:8])[OH:9])[CH2:10][c:11]1[cH:12][cH:13][cH:14][cH:15][cH:16]1.[CH2:17]([Cl:18])[CH2:19][Cl:20].[CH3:32][N:33]([c:34]1[cH:35][cH:36][n:37][cH:38][cH:39]1)[CH3:40].[Cl:29][CH2:30][Cl:31].[OH:21][CH2:22][c:23]1[cH:24][cH:25][cH:26][cH:27][cH:28]1>>[C:1]([CH3:2])(=[O:3])[S:4][CH:5]([CH2:6][C:7]([O:8][CH2:22][c:23]1[cH:24][cH:25][cH:26][cH:27][cH:28]1)=[O:9])[CH2:10][c:11]1[cH:12][cH:13][cH:14][cH:15][cH:16]1. The reactants are CN(N=C(C1=C(C=CC=C1F)Cl)Cl)S(=O)(=O)C1=CC=C(C=C1)C (N-methyl-N-(p-toluenesulfonyl)-2-chloro-6-fluorobenzohydrazonoyl chloride), ClC1=C(C#N)C=CC(=C1)[N+](=O)[O-] (2-chloro-4-nitrobenzonitrile), ClC1=C(C=CC=C1)Cl (o-dichlorobenzene). The reagents and catalysts are [Fe](Cl)(Cl)Cl (iron (III) chloride). Run in C(Cl)(Cl)Cl (chloroform). Reaction conditions: temperature 140 celsius, time 1 hour. Yields the product ClC1=C(C(=CC=C1)F)C1=NN(C(=N1)C1=C(C=C(C=C1)[N+](=O)[O-])Cl)C (3-(2-chloro-6-fluorophenyl)-5-(2-chloro-4-nitrophenyl) 1-methyl-1H-1,2,4-triazole). Yield: 118.3%. RXN SMILES: [CH3:1][N:2](S(C1C=CC(C)=CC=1)(=O)=O)[N:3]=[C:4](Cl)[C:5]1[C:10]([F:11])=[CH:9][CH:8]=[CH:7][C:6]=1[Cl:12].[Cl:24][C:25]1[CH:32]=[C:31]([N+:33]([O-:35])=[O:34])[CH:30]=[CH:29][C:26]=1[C:27]#[N:28].ClC1C=CC=CC=1Cl>C(Cl)(Cl)Cl.[Fe](Cl)(Cl)Cl>[Cl:12][C:6]1[CH:7]=[CH:8][CH:9]=[C:10]([F:11])[C:5]=1[C:4]1[N:28]=[C:27]([C:26]2[CH:29]=[CH:30][C:31]([N+:33]([O-:35])=[O:34])=[CH:32][C:25]=2[Cl:24])[N:2]([CH3:1])[N:3]=1. Procedure: A mixture of N-methyl-N-(p-toluenesulfonyl)-2-chloro-6-fluorobenzohydrazonoyl chloride (1.90 g), 2-chloro-4-nitrobenzonitrile (1.80 g), anhydrous iron (III) chloride (1.60 g) and o-dichlorobenzene (5 ml) is stirred at an oil bath temperature of 140° C. for 1 hour. After cooling, the reaction mixture is dissolved in chloroform (100 ml), washed with dilute hydrochloric acid, dilute aqueous solution of sodium hydroxide and saline in this order, dried over anhydrous magnesium sulfate and concentrate... Reactants: CC1=CC(=O)C(=CO1)O (Allomaltol), C(C)=O (Acetaldehyde), sodium hydroxides. Run in O (water), O (water). Reaction conditions: time 8 hour. The product is OC(C)C=1OC(=CC(C1O)=O)C (2-(1-Hydroxyethyl)-3-hydroxy-6-methyl-pyran-4(1H)-one). Isolated yield 82.9%. Reaction SMILES: [CH3:1][C:2]1[O:8][CH:7]=[C:6]([OH:9])[C:4](=[O:5])[CH:3]=1.[CH:10](=[O:12])[CH3:11]>O>[OH:12][CH:10]([C:7]1[O:8][C:2]([CH3:1])=[CH:3][C:4](=[O:5])[C:6]=1[OH:9])[CH3:11]. Reported procedure: Allomaltol (12.6 g, 100 mmol, 1 eq.) was added to 100 ml water and the pH of the solution was adjusted to 10.5 using 50% aqueous sodium hydroxides. Acetaldehyde (5.5 g, 125 mmol, 1.25 eq.) dissolved in 25 ml water was slowly added dropwise over 1 hour and the solution allowed to stir overnight. After adjustment to pH 1 with 37% hydrochloric acid, the reaction mixture was extracted with 3×150 ml of dichloromethane. The combined organic extracts were dried over anhydrous sodium sulphate, filtered ... Reactants: ClCC(COC=1C=C(C=CC1)C=1NC=C(N1)C(F)(F)F)O (2-[3-(3-chloro-2-hydroxypropoxy)phenyl]-4-trifluoromethylimidazole), [OH-].[K+] (potassium hydroxide), C(C)(=O)O (acetic acid). Run in CO (methanol). Run at time 4 hour. The product is O1C(COC=2C=C(C=CC2)C=2NC=C(N2)C(F)(F)F)C1 (2-[3-(2,3-epoxypropoxy)phenyl]-4-trifluoromethylimidazole). Reaction SMILES: Cl[CH2:2][CH:3]([OH:21])[CH2:4][O:5][C:6]1[CH:7]=[C:8]([C:12]2[NH:13][CH:14]=[C:15]([C:17]([F:20])([F:19])[F:18])[N:16]=2)[CH:9]=[CH:10][CH:11]=1.[OH-].[K+].C(O)(=O)C>CO>[O:21]1[CH2:2][CH:3]1[CH2:4][O:5][C:6]1[CH:7]=[C:8]([C:12]2[NH:13][CH:14]=[C:15]([C:17]([F:20])([F:19])[F:18])[N:16]=2)[CH:9]=[CH:10][CH:11]=1 |f:1.2|. Procedure: To a solution of 2-[3-(3-chloro-2-hydroxypropoxy)phenyl]-4-trifluoromethylimidazole (3.8 g.) in methanol (150 ml.) is added powdered potassium hydroxide (3. g.) and the mixture is allowed to stir 4 hours at room temperature. Glacial acetic acid (2.75 ml.) is added and the mixture concentrated under reduced pressure 920 mm. Hg.) over steam. The resulting residue is stirred with water, filtered and recrystallized from xylene to yield 2.5 g. of 2-[3-(2,3-epoxypropoxy)phenyl]-4-trifluoromethylimidaz... The reactants are CC(C)(O)c1ccc(C(=O)Nc2nc3ccc(Br)nc3s2)cc1, Cn1cc(B2OC(C)(C)C(C)(C)O2)cn1. Yields the product Cn1cc(-c2ccc3nc(NC(=O)c4ccc(C(C)(C)O)cc4)sc3n2)cn1. RXN SMILES: [Br:1][c:2]1[cH:3][cH:4][c:5]2[c:6]([n:7]1)[s:8][c:9]([NH:11][C:12]([c:13]1[cH:14][cH:15][c:16]([C:19]([CH3:20])([CH3:21])[OH:22])[cH:17][cH:18]1)=[O:23])[n:10]2.[CH3:24][n:25]1[n:26][cH:27][c:28]([B:30]2[O:31][C:32]([CH3:33])([CH3:34])[C:35]([CH3:36])([CH3:37])[O:38]2)[cH:29]1>>[c:2]1(-[c:28]2[cH:27][n:26][n:25]([CH3:24])[cH:29]2)[cH:3][cH:4][c:5]2[c:6]([n:7]1)[s:8][c:9]([NH:11][C:12]([c:13]1[cH:14][cH:15][c:16]([C:19]([CH3:20])([CH3:21])[OH:22])[cH:17][cH:18]1)=[O:23])[n:10]2. Starting materials: Cl (hydrochloric acid), CC(C)(C)[O-].[K+] (potassium tert-butylate), C1(=CC=CC=C1)C1=CC(=NC(=C1)C1=CC=CC=C1)OCCCO (3-[(4,6-di-phenyl-2-pyridyl)oxy]-1-propanol), BrCC(=O)[O-].[K+] (potassium 2-bromoacetate), [OH-].[Na+] (sodium hydroxide). Solvent: CC(=O)C (acetone), C(C)(C)(C)O (tert-butanol), O (water). Conditions: temperature 100 celsius, time 1 hour. The product is C1(=CC=CC=C1)C1=CC(=NC(=C1)C1=CC=CC=C1)OCCCOCC(=O)[O-].[Na+] (sodium 2-{3-[(4,6-diphenyl-2-pyridyl)oxy]propyloxy}acetate). As a reaction SMILES: CC([O-])(C)C.[K+].[C:7]1([C:13]2[CH:18]=[C:17]([C:19]3[CH:24]=[CH:23][CH:22]=[CH:21][CH:20]=3)[N:16]=[C:15]([O:25][CH2:26][CH2:27][CH2:28][OH:29])[CH:14]=2)[CH:12]=[CH:11][CH:10]=[CH:9][CH:8]=1.Br[CH2:31][C:32]([O-:34])=[O:33].[K+].Cl.[OH-].[Na+:38]>C(O)(C)(C)C.O.CC(C)=O>[C:7]1([C:13]2[CH:18]=[C:17]([C:19]3[CH:20]=[CH:21][CH:22]=[CH:23][CH:24]=3)[N:16]=[C:15]([O:25][CH2:26][CH2:27][CH2:28][O:29][CH2:31][C:32]([O-:34])=[O:33])[CH:14]=2)[CH:8]=[CH:9][CH:10]=[CH:11][CH:12]=1.[Na+:38] |f:0.1,3.4,6.7,11.12|. Procedure details: To potassium tert-butylate (5.52 g) in tert-butanol (60 cc) heated to 100° C. is added, in the form of a homogeneous solid, a mixture of 3-[(4,6-di-phenyl-2-pyridyl)oxy]-1-propanol (5 g) and potassium 2-bromoacetate (4.35 g). The addition is carded out in 1 hour. The reaction mixture is then heated for 48 hours at 100° C. and then poured in iced water (100 g). The pH of the aqueous phase is brought to 5 by addition of 1N hydrochloric acid. The mixture is then extracted with dichloromethane (3×50... Starting materials: CCCN, O=C1C2=C(CCCC2)C(=O)N1c1cc(OC2CCCC2)c(Cl)cc1F, c1ccccc1. Product: CCCNC(=O)C1=C(C(=O)Nc2cc(OC3CCCC3)c(Cl)cc2F)CCCC1. As a reaction SMILES: [CH3:26][CH2:27][CH2:28][NH2:29].[F:1][c:2]1[c:3]([N:15]2[C:16](=[O:25])[C:17]3=[C:18]([C:19]2=[O:20])[CH2:21][CH2:22][CH2:23][CH2:24]3)[cH:4][c:5]([O:9][CH:10]2[CH2:11][CH2:12][CH2:13][CH2:14]2)[c:6]([Cl:8])[cH:7]1.[cH:30]1[cH:31][cH:32][cH:33][cH:34][cH:35]1>>[F:1][c:2]1[c:3]([NH:15][C:16]([C:17]2=[C:18]([C:19](=[O:20])[NH:29][CH2:28][CH2:27][CH3:26])[CH2:21][CH2:22][CH2:23][CH2:24]2)=[O:25])[cH:4][c:5]([O:9][CH:10]2[CH2:11][CH2:12][CH2:13][CH2:14]2)[c:6]([Cl:8])[cH:7]1.